describe an organic reaction: reactants, conditions, products, and yield From a dataset of the Open Reaction Database (ORD), a public repository of structured organic reaction records. Reactants: COC(C(CCC(F)(F)F)NCC(=CC(=O)OCC)OC1=C(C=CC=C1)Cl)=O (2-[2-(2-chloro-phenoxy)-3-ethoxycarbonyl-allylamino]-5,5,5-trifluoro-pentanoic acid methyl ester). Run in C(C)#N (acetonitrile). Run at temperature 180 celsius. Product: COC(C(CCC(F)(F)F)N1C(C=C(C1)OC1=C(C=CC=C1)Cl)=O)=O (2-[4-(2-chloro-phenoxy)-2-oxo-2,5-dihydro-pyrrol-1-yl]-5,5,5-trifluoro-pentanoic acid methyl ester). Isolated yield 71.4%. RXN SMILES: [CH3:1][O:2][C:3](=[O:28])[CH:4]([NH:11][CH2:12][C:13]([O:20][C:21]1[CH:26]=[CH:25][CH:24]=[CH:23][C:22]=1[Cl:27])=[CH:14][C:15](OCC)=[O:16])[CH2:5][CH2:6][C:7]([F:10])([F:9])[F:8]>C(#N)C>[CH3:1][O:2][C:3](=[O:28])[CH:4]([N:11]1[CH2:12][C:13]([O:20][C:21]2[CH:26]=[CH:25][CH:24]=[CH:23][C:22]=2[Cl:27])=[CH:14][C:15]1=[O:16])[CH2:5][CH2:6][C:7]([F:10])([F:9])[F:8]. Procedure: A solution of 2-[2-(2-chloro-phenoxy)-3-ethoxycarbonyl-allylamino]-5,5,5-trifluoro-pentanoic acid methyl ester (1.43 g, 3.78 mmol) in acetonitrile (4 mL) was placed in a sealed microwave reaction tube and heated in a microwave reactor at 180° C. for 3 h. The mixture was then cooled and concentrated in vacuo with silica gel (3 g). Purification by Biotage flash chromatography (Aspire 40 g column, 16% ethyl acetate/hexanes to 50% ethyl acetate/hexanes) afforded 2-[4-(2-chloro-phenoxy)-2-oxo-2,5-dih... The reactants are O=C([O-])[O-], Cc1ccccc1, NC1CC1, COc1ccc(-c2nn3c(Cl)cccc3c2-c2ccnc(NC3CCCC3)n2)cc1, [Cs+], [Cs+], CC(=O)[O-], CC(=O)[O-], [Pd+2]. Yields the product COc1ccc(-c2nn3c(NC4CC4)cccc3c2-c2ccnc(NC3CCCC3)n2)cc1. RXN SMILES: [C:31](=[O:32])([O-:33])[O-:34].[CH3:41][c:42]1[cH:43][cH:44][cH:45][cH:46][cH:47]1.[CH:37]1([NH2:40])[CH2:38][CH2:39]1.[Cl:1][c:2]1[cH:3][cH:4][cH:5][c:6]2[n:7]1[n:8][c:9](-[c:23]1[cH:24][cH:25][c:26]([O:29][CH3:30])[cH:27][cH:28]1)[c:10]2-[c:11]1[n:12][c:13]([NH:17][CH:18]2[CH2:19][CH2:20][CH2:21][CH2:22]2)[n:14][cH:15][cH:16]1.[Cs+:35].[Cs+:36].[O-:49][C:50]([CH3:51])=[O:52].[O-:53][C:54]([CH3:55])=[O:56].[Pd+2:48]>>[c:2]1([NH:40][CH:37]2[CH2:38][CH2:39]2)[cH:3][cH:4][cH:5][c:6]2[n:7]1[n:8][c:9](-[c:23]1[cH:24][cH:25][c:26]([O:29][CH3:30])[cH:27][cH:28]1)[c:10]2-[c:11]1[n:12][c:13]([NH:17][CH:18]2[CH2:19][CH2:20][CH2:21][CH2:22]2)[n:14][cH:15][cH:16]1. Reactants: N1=CC=CC=C1 (pyridine), [N+](=O)([O-])C1=C(C(=O)O)C=CC=C1 (2-nitrobenzoic acid), Cl.C(N)(=N)C=1C=C2C=CC(=C(C2=CC1)CC(N)=O)O (6-amidino-1-carbamoylmethyl-2-naphthol.hydrochloride), C1CCC(CC1)N=C=NC2CCCCC2 (DCC). Reagents/catalysts: CN(C)C=1C=CN=CC1 (DMAP). Solvent: CN(C)C=O (DMF), chloroformmethanol-acetic acid. Run at time 2 hour. The product is Cl.[N+](=O)([O-])C1=C(C(=O)OC2=C(C3=CC=C(C=C3C=C2)C(N)=N)CC(N)=O)C=CC=C1 (6-amidino-1-carbamoylmethyl-2-naphthyl 2-nitrobenzoate.hydrochloride). The yield is 52.6%. As a reaction SMILES: N1C=CC=CC=1.[N+:7]([C:10]1[CH:18]=[CH:17][CH:16]=[CH:15][C:11]=1[C:12]([OH:14])=[O:13])([O-:9])=[O:8].[ClH:19].[C:20]([C:23]1[CH:24]=[C:25]2[C:30](=[CH:31][CH:32]=1)[C:29]([CH2:33][C:34](=[O:36])[NH2:35])=[C:28](O)[CH:27]=[CH:26]2)(=[NH:22])[NH2:21].C1CCC(N=C=NC2CCCCC2)CC1>CN(C1C=CN=CC=1)C.CN(C=O)C>[ClH:19].[N+:7]([C:10]1[CH:18]=[CH:17][CH:16]=[CH:15][C:11]=1[C:12]([O:14][C:28]1[CH:27]=[CH:26][C:25]2[C:30](=[CH:31][CH:32]=[C:23]([C:20](=[NH:21])[NH2:22])[CH:24]=2)[C:29]=1[CH2:33][C:34](=[O:36])[NH2:35])=[O:13])([O-:9])=[O:8] |f:2.3,7.8|. Reported procedure: 50 Milliliters of anhydrous pyridine and 20 ml of DMF were added to 5.0 g of 2-nitrobenzoic acid, 3.0 g of 6-amidino-1-carbamoylmethyl-2-naphthol.hydrochloride, 4.4 g of DCC and 218.2 mg of DMAP, followed by stirring for 2 hours under cooling with ice and 24 hours at room temperature. Then, the precipitate was filtered and washed with 100 ml of warm DMF. This wash liquid and the filtrate were combined, and the solvent was distilled off under reduced pressure. To the residue was added 20 ml of DM... Starting materials: CO, Cc1ccc(Cn2c(NC3CCNCC3)nc3cccnc32)o1, CC=O, [H][H], C1CCOC1, c1ccsc1. Yields the product CCN1CCC(Nc2nc3cccnc3n2Cc2ccc(C)o2)CC1. RXN SMILES: [CH3:39][OH:40].[CH3:4][c:5]1[cH:6][cH:7][c:8]([CH2:10][n:11]2[c:12]([NH:20][CH:21]3[CH2:22][CH2:23][NH:24][CH2:25][CH2:26]3)[n:13][c:14]3[c:15]2[n:16][cH:17][cH:18][cH:19]3)[o:9]1.[CH:1]([CH3:2])=[O:3].[H:32][H:33].[O:34]1[CH2:35][CH2:36][CH2:37][CH2:38]1.[cH:27]1[cH:28][s:29][cH:30][cH:31]1>>[CH2:1]([CH3:2])[N:24]1[CH2:23][CH2:22][CH:21]([NH:20][c:12]2[n:11]([CH2:10][c:8]3[cH:7][cH:6][c:5]([CH3:4])[o:9]3)[c:15]3[c:14]([n:13]2)[cH:19][cH:18][cH:17][n:16]3)[CH2:26][CH2:25]1. Starting materials: BrC1=CC(=C(CN2CCN(CC2)C(=O)OC(C)(C)C)C=C1)F (tert-butyl 4-(4-bromo-2-fluorobenzyl)piperazine-1-carboxylate), [Li]CCCC (n-BuLi), resultant mixture, [NH4+].[Cl-] (NH4Cl), N1(CCNCC1)C(=O)OC(C)(C)C (tert-butyl 1-piperazinecarboxylate), [BH-](OC(=O)C)(OC(=O)C)OC(=O)C.[Na+] (NaBH(OAc)3), resultant mixture, resultant mixture, CCCC[N+](CCCC)(CCCC)CCCC.[F-] (TBAF), resultant mixture, C(=O)(O)[O-].[Na+] (NaHCO3). The solvent is C1CCOC1 (THF), C(Cl)Cl (CH2Cl2), CN(C)C=O (DMF), CCOC(=O)C (AcOEt), O (water), C1CCOC1 (THF). Conditions: temperature 0 celsius. The product is FC=1C=C(CN2CCN(CC2)C(=O)OC(C)(C)C)C=CC1CO (tert-butyl 4-[3-fluoro-4-(hydroxymethyl)benzyl]piperazine-1-carboxylate). RXN SMILES: Br[C:2]1[CH:21]=[CH:20][C:5]([CH2:6][N:7]2[CH2:12][CH2:11][N:10]([C:13]([O:15][C:16]([CH3:19])([CH3:18])[CH3:17])=[O:14])[CH2:9][CH2:8]2)=[C:4](F)[CH:3]=1.[Li]CCCC.[NH4+].[Cl-].N1(C([O:38][C:39](C)(C)C)=O)CCNCC1.[BH-](OC(C)=O)(OC(C)=O)OC(C)=O.[Na+].C([O-])(O)=O.[Na+].CCCC[N+](CCCC)(CCCC)CCCC.[F-:79]>CCOC(C)=O.O.C1COCC1.C(Cl)Cl.CN(C=O)C>[F:79][C:3]1[CH:4]=[C:5]([CH:20]=[CH:21][C:2]=1[CH2:39][OH:38])[CH2:6][N:7]1[CH2:12][CH2:11][N:10]([C:13]([O:15][C:16]([CH3:19])([CH3:18])[CH3:17])=[O:14])[CH2:9][CH2:8]1 |f:2.3,5.6,7.8,9.10|. Procedure: To a THF (53 mL) solution of tert-butyl 4-(4-bromo-2-fluorobenzyl)piperazine-1-carboxylate (5.331 g) was added slowly n-BuLi (11.48 mL, 2.6 M in hexane) at −78° C., then the resultant mixture was stirred for 0.5 hour. To the mixture was added slowly DMF (1.681 mL) at −78° C., then the resultant mixture was stirred for 2 hours. The mixture was poured into saturated aqueous NH4Cl, and extracted with AcOEt. The organic layer was washed with water and saturated aqueous NaCl, dried over anhydrous Na2... The reactants are CCOC(=O)Nc1c(-c2cccc(Cl)c2)c2ccc(C)nc2n(CC)c1=O, [Na+], [OH-], O. Product: CCn1c(=O)c(N)c(-c2cccc(Cl)c2)c2ccc(C)nc21. RXN SMILES: [Cl:1][c:2]1[cH:3][c:4](-[c:8]2[c:9]([NH:22][C:23](=[O:24])[O:25][CH2:26][CH3:27])[c:10](=[O:21])[n:11]([CH2:19][CH3:20])[c:12]3[n:13][c:14]([CH3:18])[cH:15][cH:16][c:17]23)[cH:5][cH:6][cH:7]1.[Na+:29].[OH-:28].[OH2:30]>>[Cl:1][c:2]1[cH:3][c:4](-[c:8]2[c:9]([NH2:22])[c:10](=[O:21])[n:11]([CH2:19][CH3:20])[c:12]3[n:13][c:14]([CH3:18])[cH:15][cH:16][c:17]23)[cH:5][cH:6][cH:7]1.